Task: describe an organic reaction: reactants, conditions, products, and yield. Dataset: the Open Reaction Database (ORD), a public repository of structured organic reaction records Starting materials: O=C([O-])[O-], Cc1c(Cl)ncnc1OC1CCN(C(=O)OC(C)C)CC1, Cc1nc(Cl)ccc1O, [K+], [K+], CN(C)C=O. Product: Cc1nc(Cl)ccc1Oc1ncnc(OC2CCN(C(=O)OC(C)C)CC2)c1C. RXN SMILES: [C:31](=[O:32])([O-:33])[O-:34].[CH:1]([CH3:2])([CH3:3])[O:4][C:5](=[O:6])[N:7]1[CH2:8][CH2:9][CH:10]([O:13][c:14]2[n:15][cH:16][n:17][c:18]([Cl:21])[c:19]2[CH3:20])[CH2:11][CH2:12]1.[Cl:22][c:23]1[cH:24][cH:25][c:26]([OH:30])[c:27]([CH3:29])[n:28]1.[K+:35].[K+:36].[O:37]=[CH:38][N:39]([CH3:40])[CH3:41]>>[CH:1]([CH3:2])([CH3:3])[O:4][C:5](=[O:6])[N:7]1[CH2:8][CH2:9][CH:10]([O:13][c:14]2[n:15][cH:16][n:17][c:18]([O:30][c:26]3[cH:25][cH:24][c:23]([Cl:22])[n:28][c:27]3[CH3:29])[c:19]2[CH3:20])[CH2:11][CH2:12]1. Starting materials: CO, CC1CCN(CCOc2ccc([N+](=O)[O-])cc2Cl)CC1, ClCCl. Product: CC1CCN(CCOc2ccc(N)cc2Cl)CC1. Reaction SMILES: [CH3:21][OH:22].[Cl:1][c:2]1[c:3]([O:4][CH2:5][CH2:6][N:7]2[CH2:8][CH2:9][CH:10]([CH3:13])[CH2:11][CH2:12]2)[cH:14][cH:15][c:16]([N+:18]([O-:19])=[O:20])[cH:17]1.[Cl:23][CH2:24][Cl:25]>>[Cl:1][c:2]1[c:3]([O:4][CH2:5][CH2:6][N:7]2[CH2:8][CH2:9][CH:10]([CH3:13])[CH2:11][CH2:12]2)[cH:14][cH:15][c:16]([NH2:18])[cH:17]1. Reactants: O (water), OOS(=O)[O-].[K+] (Oxone), O (water), CC1=C(C=C(C=C1)C)CSC1=[N+](C=CC=C1C)[O-] (2-[((2,5-dimethylphenyl)methyl)thio]-3-methylpyridine-1-oxide). The solvent is CO (methanol). Conditions: temperature 24 celsius, time 8 hour. Product: CC1=C(C=C(C=C1)C)CS(=O)(=O)C1=[N+](C=CC=C1C)[O-] (2-[((2,5-dimethylphenyl)methyl)sulfonyl]-3-methylpyridine-1-oxide). As a reaction SMILES: [CH3:1][C:2]1[CH:7]=[CH:6][C:5]([CH3:8])=[CH:4][C:3]=1[CH2:9][S:10][C:11]1[C:16]([CH3:17])=[CH:15][CH:14]=[CH:13][N+:12]=1[O-:18].[OH:19]OS([O-])=O.[K+].[OH2:25]>CO>[CH3:1][C:2]1[CH:7]=[CH:6][C:5]([CH3:8])=[CH:4][C:3]=1[CH2:9][S:10]([C:11]1[C:16]([CH3:17])=[CH:15][CH:14]=[CH:13][N+:12]=1[O-:18])(=[O:19])=[O:25] |f:1.2|. Procedure details: To a stirred solution of 4.0 g of 2-[((2,5-dimethylphenyl)methyl)thio]-3-methylpyridine-1-oxide in 50 mL of methanol, cooled to 3° C., was added a solution of 14.1 g of Oxone® in 50 mL of water over a period of 50 minutes. The reaction mixture was stirred at 24° C. overnight and then diluted with 200 mL of water. The product was extracted into chloroform and dried over magnesium sulfate. Evaporation of solvent under reduced pressure gave 4.1 g of 2-[((2,5-dimethylphenyl)methyl)sulfonyl]-3-methyl... Starting materials: C(C)(C)(C)OC1=NC(=CN=C1)C=C (2-tert-butoxy-6-vinylpyrazine), FC1=C(OCC2CCNCC2)C=CC=C1 (4-(2-fluorophenoxymethyl)piperidine). Run in C(C)O (ethanol). Yields the product C(C)(C)(C)OC1=NC(=CN=C1)CCN1CCC(CC1)COC1=C(C=CC=C1)F (2-tert-Butoxy-6-[2-[4-(2-fluorophenoxymethyl)piperidino]ethyl]pyrazine). Yield: 11.8%. Reaction SMILES: [C:1]([O:5][C:6]1[CH:11]=[N:10][CH:9]=[C:8]([CH:12]=[CH2:13])[N:7]=1)([CH3:4])([CH3:3])[CH3:2].[F:14][C:15]1[CH:28]=[CH:27][CH:26]=[CH:25][C:16]=1[O:17][CH2:18][CH:19]1[CH2:24][CH2:23][NH:22][CH2:21][CH2:20]1>C(O)C>[C:1]([O:5][C:6]1[CH:11]=[N:10][CH:9]=[C:8]([CH2:12][CH2:13][N:22]2[CH2:21][CH2:20][CH:19]([CH2:18][O:17][C:16]3[CH:25]=[CH:26][CH:27]=[CH:28][C:15]=3[F:14])[CH2:24][CH2:23]2)[N:7]=1)([CH3:4])([CH3:3])[CH3:2]. Reported procedure: After dissolving 262 mg of 2-tert-butoxy-6-vinylpyrazine and 401 mg of 4-(2-fluorophenoxymethyl)piperidine [CAS No. 63608-34-4] in 3 ml of ethanol, the mixture was stirred for 2 days at 80° C. The reaction solution was concentrated under reduced pressure, and the residue was purified by NH silica gel column chromatography (solvent: n-hexane/ethyl acetate) to obtain the title compound (67 mg, 12% yield). The reactants are [OH-].[Na+] (NaOH), COC(C(=O)NC1=CC(=C(C(=C1)Br)OC1=C(C=C(C(=C1)C(C)C)O)CC)Br)=O (N-(4-(2-ethyl-4-hydroxy-5-isopropylphenoxy)-3,5-dibromophenyl)oxamic acid methyl ester), Cl (HCl). The solvent is CC(=O)C (acetone). Run at time 1 hour. The product is C(C)C1=C(OC2=C(C=C(C=C2Br)NC(C(=O)O)=O)Br)C=C(C(=C1)O)C(C)C (N-(4-(2-ethyl-4-hydroxy-5-isopropylphenoxy)-3,5-dibromophenyl)oxamic acid). Yield: 718.3%. Reaction SMILES: C[O:2][C:3](=[O:28])[C:4]([NH:6][C:7]1[CH:12]=[C:11]([Br:13])[C:10]([O:14][C:15]2[CH:20]=[C:19]([CH:21]([CH3:23])[CH3:22])[C:18]([OH:24])=[CH:17][C:16]=2[CH2:25][CH3:26])=[C:9]([Br:27])[CH:8]=1)=[O:5].[OH-].[Na+].Cl>CC(C)=O>[CH2:25]([C:16]1[CH:17]=[C:18]([OH:24])[C:19]([CH:21]([CH3:22])[CH3:23])=[CH:20][C:15]=1[O:14][C:10]1[C:9]([Br:27])=[CH:8][C:7]([NH:6][C:4](=[O:5])[C:3]([OH:28])=[O:2])=[CH:12][C:11]=1[Br:13])[CH3:26] |f:1.2|. Procedure details: N-(4-(2-ethyl-4-hydroxy-5-isopropylphenoxy)-3,5-dibromophenyl)oxamic acid methyl ester (50 mg, 0.01 mmol), was dissolved in acetone (2 ml). 1M NaOH (1 ml) was added and the solution was stirred for 1 hour, cooled in an ice bath, acidified with 1M HCl, concentrated, extracted with ethyl acetate, dried over MgSO4, filtered and evaporated to give 36 mg (74%) of N-(4-(2-ethyl-4-hydroxy-5-isopropylphenoxy)-3,5-dibromophenyl)oxamic acid. 1H NMR (CD3COCD3): d 10.24 (s, 1H), 8.33 (s, 2H), 6.77 (s, 1H), ... Starting materials: C1CCOC1, CO, COC(=O)c1cc2c(OCCCO)cccc2n1Cc1ccc(Cl)c(Cl)c1, [Na+], [OH-]. Product: O=C(O)c1cc2c(OCCCO)cccc2n1Cc1ccc(Cl)c(Cl)c1. Reaction SMILES: [CH2:32]1[O:33][CH2:34][CH2:35][CH2:36]1.[CH3:28][OH:29].[Cl:1][c:2]1[cH:3][c:4]([CH2:5][n:6]2[c:7]([C:20](=[O:21])[O:22][CH3:23])[cH:8][c:9]3[c:10]([O:15][CH2:16][CH2:17][CH2:18][OH:19])[cH:11][cH:12][cH:13][c:14]23)[cH:24][cH:25][c:26]1[Cl:27].[Na+:31].[OH-:30]>>[Cl:1][c:2]1[cH:3][c:4]([CH2:5][n:6]2[c:7]([C:20](=[O:21])[OH:22])[cH:8][c:9]3[c:10]([O:15][CH2:16][CH2:17][CH2:18][OH:19])[cH:11][cH:12][cH:13][c:14]23)[cH:24][cH:25][c:26]1[Cl:27].